Dataset: the Open Reaction Database (ORD), a public repository of structured organic reaction records. Task: describe an organic reaction: reactants, conditions, products, and yield The reactants are CN(C(=O)C1=NC=C(N(C1=O)C1=CC(=CC=C1)C(F)(F)F)C)C (N,N,5-Trimethyl-3-oxo-4-[3-(trifluoromethyl)phenyl]-3,4-dihydropyrazine-2-carboxamide), BrN1C(CCC1=O)=O (N-Bromosuccinimide). Run in CN(C)C=O (DMF). Conditions: time 30 minute. Product: BrC1=C(N(C(C(=N1)C(=O)N(C)C)=O)C1=CC(=CC=C1)C(F)(F)F)C (6-Bromo-N,N,5-trimethyl-3-oxo-4-[3-(trifluoromethyl)phenyl]-3,4-dihydropyrazine-2-carboxamide). Isolated yield 57.5%. RXN SMILES: [CH3:1][N:2]([CH3:23])[C:3]([C:5]1[C:10](=[O:11])[N:9]([C:12]2[CH:17]=[CH:16][CH:15]=[C:14]([C:18]([F:21])([F:20])[F:19])[CH:13]=2)[C:8]([CH3:22])=[CH:7][N:6]=1)=[O:4].[Br:24]N1C(=O)CCC1=O>CN(C=O)C>[Br:24][C:7]1[N:6]=[C:5]([C:3]([N:2]([CH3:23])[CH3:1])=[O:4])[C:10](=[O:11])[N:9]([C:12]2[CH:17]=[CH:16][CH:15]=[C:14]([C:18]([F:21])([F:19])[F:20])[CH:13]=2)[C:8]=1[CH3:22]. Reported procedure: N,N,5-Trimethyl-3-oxo-4-[3-(trifluoromethyl)phenyl]-3,4-dihydropyrazine-2-carboxamide (0.14 g, 0.43 mmol) was dissolved under argon in DMF (2 ml) in a vial. N-Bromosuccinimide (0.089 g, 0.5 mmol) was added. The vial was sealed and stirred for 30 minutes. The crude mixture was purified on preparative HPLC to give 0.100 g (57%) of the title compound as a solid. Starting materials: C1=CC=CC=2NCC3=C(CC21)C=CC=C3 (6,11-dihydro-5H-dibenz[b,e]azepine), [N+](=O)([O-])C1=CC=C(C(=O)Cl)C=C1 (4-nitrobenzoyl chloride), C(C)(C)N(CC)C(C)C (diisopropylethylamine). The reagents and catalysts are CN(C1=CC=NC=C1)C (4-(dimethylamino)pyridine). Solvent: ClCCl (dichloromethane). Run at time 2 hour. The product is [N+](=O)([O-])C1=CC=C(C(=O)N2C3=C(CC4=C(C2)C=CC=C4)C=CC=C3)C=C1 (6,11-Dihydro-5-(4-nitrobenzoyl)-5H-dibenz [b,e]-azepine). Isolated yield 96.8%. RXN SMILES: [CH:1]1[C:11]2[CH2:10][C:9]3[CH:12]=[CH:13][CH:14]=[CH:15][C:8]=3[CH2:7][NH:6][C:5]=2[CH:4]=[CH:3][CH:2]=1.[N+:16]([C:19]1[CH:27]=[CH:26][C:22]([C:23](Cl)=[O:24])=[CH:21][CH:20]=1)([O-:18])=[O:17].C(N(C(C)C)CC)(C)C>CN(C)C1C=CN=CC=1.ClCCl>[N+:16]([C:19]1[CH:20]=[CH:21][C:22]([C:23]([N:6]2[CH2:7][C:8]3[CH:15]=[CH:14][CH:13]=[CH:12][C:9]=3[CH2:10][C:11]3[CH:1]=[CH:2][CH:3]=[CH:4][C:5]2=3)=[O:24])=[CH:26][CH:27]=1)([O-:18])=[O:17]. Reported procedure: A mixture of 2.34 g (12 mmol) of 6,11-dihydro-5H-dibenz[b,e]azepine, 2.23 g (12 mmol) of 4-nitrobenzoyl chloride, 1.94 g (15 mmol) of diisopropylethylamine and 70.5 mg of 4-(dimethylamino)pyridine in 25 ml of dichloromethane is stirred at room temperature for 2 hours, refluxed for 3 hours and allowed to stand at room temperature for 2 days. The mixture is washed with water, 1N sodium bicarbonate, water, 1N HCl, brine and dried (Na2SO4). The solvent is removed to give 4.0 g of solid. Trituration ... RXN SMILES: [CH2:1]([N:8]([CH2:27][CH2:28][CH2:29][CH3:30])[C:9]1[C:14]2[N:15]=[C:16](Cl)[N:17]=[C:18]([N:19]3[CH2:24][CH2:23][S:22](=[O:25])[CH2:21][CH2:20]3)[C:13]=2[N:12]=[CH:11][N:10]=1)[C:2]1[CH:7]=[CH:6][CH:5]=[CH:4][CH:3]=1.[OH:31][CH2:32][CH2:33][NH2:34]>>[CH2:1]([N:8]([CH2:27][CH2:28][CH2:29][CH3:30])[C:9]1[C:14]2[N:15]=[C:16]([NH:34][CH2:33][CH2:32][OH:31])[N:17]=[C:18]([N:19]3[CH2:24][CH2:23][S:22](=[O:25])[CH2:21][CH2:20]3)[C:13]=2[N:12]=[CH:11][N:10]=1)[C:2]1[CH:7]=[CH:6][CH:5]=[CH:4][CH:3]=1. The product is C(C1=CC=CC=C1)N(C1=NC=NC2=C1N=C(N=C2N2CCS(CC2)=O)NCCO)CCCC (8-(N-Benzyl-butylamino)-2-(2-hydroxyethyl-amino)-4-(1-oxido-thiomorpholino)-pyrimido[5,4-d]pyrimidine). Procedure: This compound was prepared analogous to Example 2 from 8-(N-benzyl-butylamino)-2-chloro-4-(1-oxido-thiomorpholino)-pyrimido[5,4-d]pyrimidine (melting point: 153°-155° C.) and 2-hydroxyethyl-amine. Reactants: C(C1=CC=CC=C1)N(C1=NC=NC2=C1N=C(N=C2N2CCS(CC2)=O)Cl)CCCC (8-(N-benzyl-butylamino)-2-chloro-4-(1-oxido-thiomorpholino)-pyrimido[5,4-d]pyrimidine), OCCN (2-hydroxyethyl-amine). The reactants are C(CCC)[Li] (butyl lithium), CC1(NC(CCC1)(C)C)C (2,2,6,6-tetramethylpiperidine), C(CCC)[Li] (butyl lithium), C(C1=CC=CC=C1)N1C(CCCCC1)=O (1-Benzylhexahydro-2H-azepin-2-one), lithium-2,2,6,6-tetramethylpiperidide, ClC1=C(C=CC=C1)OC (o-chloroanisole). Solvent: CCCCCC (hexane), O (water), CCCCCC (hexane), O1CCCC1 (tetrahydrofuran). Reaction conditions: temperature 0 celsius, time 4 hour. The product is C(C1=CC=CC=C1)N1C(C(CCCC1)C1=CC(=CC=C1)OC)=O (1-Benzylhexahydro-3-(3-methoxyphenyl)2H-azepin-2-one). RXN SMILES: [CH2:1]([N:8]1[CH2:14][CH2:13][CH2:12][CH2:11][CH2:10][C:9]1=[O:15])[C:2]1[CH:7]=[CH:6][CH:5]=[CH:4][CH:3]=1.CC1(C)CCCC(C)(C)N1.C([Li])CCC.Cl[C:32]1[CH:37]=[CH:36][CH:35]=[CH:34][C:33]=1[O:38][CH3:39]>O1CCCC1.CCCCCC.O>[CH2:1]([N:8]1[CH2:14][CH2:13][CH2:12][CH2:11][CH:10]([C:37]2[CH:36]=[CH:35][CH:34]=[C:33]([O:38][CH3:39])[CH:32]=2)[C:9]1=[O:15])[C:2]1[CH:7]=[CH:6][CH:5]=[CH:4][CH:3]=1. Reported procedure: 1-Benzylhexahydro-2H-azepin-2-one (10.2 g) in tetrahydrofuran (100 ml) was added dropwise to a stirred, cooled solution of lithium-2,2,6,6-tetramethylpiperidide [prepared by the addition of 2,2,6,6-tetramethylpiperidine (8.5 g) to butyl lithium (0.05 mole) in hexane (32 ml)] under nitrogen. When the addition was completed a further portion of butyl lithium (0.05 mole) in hexane (32 ml) was added. The solution was cooled to 0° C. and o-chloroanisole (6.2 ml) added dropwise. After stirring at room... Reactants: C(C)N(C(C)C)C(C)C (ethyldiisopropylamine), [N+](=O)(O)[O-].C(N)(=N)N1N=C(C=C1C)C (1-amidino-3,5-dimethylpyrazole nitrate), NC=1C=C(C(=O)NCCC(=O)OCC2=CC=CC=C2)C=CC1 (benzyl 3-(3-aminobenzamido)propionate), O=C(OC(Cl)(Cl)Cl)Cl (diphosgene), 3-(3-(piperazin-1-ylcarboxamido)benzamido)propionic acid hydrochloride. Run in O1CCOCC1 (dioxane), O (water). Conditions: time 15 minute. Product: N(=C=O)C=1C=C(C(=O)NCCC(=O)OCC2=CC=CC=C2)C=CC1 (benzyl 3-(3-isocyanatobenzamido)propionate). As a reaction SMILES: C(N(C(C)C)C(C)C)C.[N+]([O-])(O)=O.C(N1C(C)=CC(C)=N1)(=N)N.[NH2:24][C:25]1[CH:26]=[C:27]([CH:43]=[CH:44][CH:45]=1)[C:28]([NH:30][CH2:31][CH2:32][C:33]([O:35][CH2:36][C:37]1[CH:42]=[CH:41][CH:40]=[CH:39][CH:38]=1)=[O:34])=[O:29].[O:46]=[C:47](Cl)OC(Cl)(Cl)Cl>O1CCOCC1.O>[N:24]([C:25]1[CH:26]=[C:27]([CH:43]=[CH:44][CH:45]=1)[C:28]([NH:30][CH2:31][CH2:32][C:33]([O:35][CH2:36][C:37]1[CH:38]=[CH:39][CH:40]=[CH:41][CH:42]=1)=[O:34])=[O:29])=[C:47]=[O:46] |f:1.2|. Procedure: 0.17 ml of ethyldiisopropylamine is added to a solution of 201 mg of 1-amidino-3,5-dimethylpyrazole nitrate in 17 ml of dioxane and 5 ml of water and the mixture is stirred for 15 minutes. 357 mg of 3-(3-(piperazin-1-ylcarboxamido)benzamido)propionic acid hydrochloride (FAB 321; obtainable by reacting benzyl 3-(3-aminobenzamido)propionate with diphosgene to give benzyl 3-(3-isocyanatobenzamido)propionate, adding on 1-BOC-piperazine to give benzyl 3-(3-(4-BOC-piperazin-1-ylcarboxamido)benzamido)p... Solvent: C(Cl)Cl (DCM), C(Cl)Cl (DCM). Reactants: O=C1COC[C@H](N1CC1=CC=CC=C1)C(=O)O ((3S)-5-oxo-4-(phenylmethyl)-3-morpholinecarboxylic acid), C(C1=CC=CC=C1)N (benzylamine), CN1CCOCC1 (N-methylmorpholine), ON1N=NC2=C1N=CC=C2 (1-hydroxy-7-azabenzotriazole), C(CCl)Cl (EDC). The product is O=C1COC[C@H](N1CC1=CC=CC=C1)C(=O)NCC1=CC=CC=C1 ((3S)-5-oxo-N,4-bis(phenylmethyl)-3-morpholinecarboxamide). Procedure: To a solution of (3S)-5-oxo-4-(phenylmethyl)-3-morpholinecarboxylic acid (4.611 g, 19.60 mmol) in DCM (65 mL) was added benzylamine (2.6 mL, 23.80 mmol), N-methylmorpholine (11 mL, 100.0 mmol), 1-hydroxy-7-azabenzotriazole (3.20 g, 23.51 mmol), and EDC (4.51 g, 23.53 mmol). The solution was stirred overnight and then diluted with DCM (100 mL). The solution was washed with 6 N aq. HCl (2×100 mL), and the organic phase was dried over anhydrous MgSO4, filtered, and concentrated in vacuo to provide ... Reaction SMILES: [O:1]=[C:2]1[N:7]([CH2:8][C:9]2[CH:14]=[CH:13][CH:12]=[CH:11][CH:10]=2)[C@H:6]([C:15]([OH:17])=O)[CH2:5][O:4][CH2:3]1.[CH2:18]([NH2:25])[C:19]1[CH:24]=[CH:23][CH:22]=[CH:21][CH:20]=1.CN1CCOCC1.ON1C2N=CC=CC=2N=N1.C(Cl)CCl>C(Cl)Cl>[O:1]=[C:2]1[N:7]([CH2:8][C:9]2[CH:10]=[CH:11][CH:12]=[CH:13][CH:14]=2)[C@H:6]([C:15]([NH:25][CH2:18][C:19]2[CH:24]=[CH:23][CH:22]=[CH:21][CH:20]=2)=[O:17])[CH2:5][O:4][CH2:3]1. Isolated yield 101.5%. Conditions: time 8 hour. Reactants: O=C([O-])O, CC1COCCN1c1cc(C(C)(C)S(=O)(=O)C(C)(C)C)nc(-c2ccc(N)cc2)n1, O=C(Cl)Oc1ccccc1, [Na+], C1COCCO1. The product is CC1COCCN1c1cc(C(C)(C)S(=O)(=O)C(C)(C)C)nc(-c2ccc(NC(=O)Oc3ccccc3)cc2)n1. RXN SMILES: [C:41](=[O:42])([O-:43])[OH:44].[CH3:11][CH:12]1[CH2:13][O:14][CH2:15][CH2:16][N:17]1[c:18]1[n:19][c:20](-[c:34]2[cH:35][cH:36][c:37]([NH2:38])[cH:39][cH:40]2)[n:21][c:22]([C:24]([CH3:25])([CH3:26])[S:27](=[O:28])(=[O:29])[C:30]([CH3:31])([CH3:32])[CH3:33])[cH:23]1.[Cl:1][C:2](=[O:3])[O:4][c:5]1[cH:6][cH:7][cH:8][cH:9][cH:10]1.[Na+:45].[O:46]1[CH2:47][CH2:48][O:49][CH2:50][CH2:51]1>>[C:2](=[O:3])([O:4][c:5]1[cH:6][cH:7][cH:8][cH:9][cH:10]1)[NH:38][c:37]1[cH:36][cH:35][c:34](-[c:20]2[n:19][c:18]([N:17]3[CH:12]([CH3:11])[CH2:13][O:14][CH2:15][CH2:16]3)[cH:23][c:22]([C:24]([CH3:25])([CH3:26])[S:27](=[O:28])(=[O:29])[C:30]([CH3:31])([CH3:32])[CH3:33])[n:21]2)[cH:40][cH:39]1.